From a dataset of the Open Reaction Database (ORD), a public repository of structured organic reaction records. describe an organic reaction: reactants, conditions, products, and yield Reactants: Cc1nc(-c2ccc(C(F)(F)F)cc2)ccc1CO, ClCCl, O=[Mn]=O. Yields the product Cc1nc(-c2ccc(C(F)(F)F)cc2)ccc1C=O. As a reaction SMILES: [CH3:1][c:2]1[n:3][c:4](-[c:10]2[cH:11][cH:12][c:13]([C:16]([F:17])([F:18])[F:19])[cH:14][cH:15]2)[cH:5][cH:6][c:7]1[CH2:8][OH:9].[Cl:20][CH2:21][Cl:22].[O:23]=[Mn:24]=[O:25]>>[CH3:1][c:2]1[n:3][c:4](-[c:10]2[cH:11][cH:12][c:13]([C:16]([F:17])([F:18])[F:19])[cH:14][cH:15]2)[cH:5][cH:6][c:7]1[CH:8]=[O:9]. The reactants are C(C)(C)(C)OC(OC(C)(C)C)=O (Di-t-butylcarbonate), NC=1SC(=CN1)SC1=CC(=CC=C1)C(=O)OC (2-amino-5-[(3-carbomethoxyphenyl)thio]thiazole), 4-N,N-dimethylaminopyridine. The solvent is C1CCOC1 (THF). Conditions: time 6 hour. Yields the product COC(C1=CC(=CC=C1)SC1=CN=C(S1)NC(=O)OC(C)(C)C)=O (3-[[2-[[(1,1-Dimethylethoxy)carbonyl]amino]thiazol-5-yl]thio]benzoic acid methyl ester). Reaction SMILES: C(O[C:6](=[O:12])[O:7][C:8]([CH3:11])([CH3:10])[CH3:9])(C)(C)C.[NH2:13][C:14]1[S:15][C:16]([S:19][C:20]2[CH:25]=[CH:24][CH:23]=[C:22]([C:26]([O:28][CH3:29])=[O:27])[CH:21]=2)=[CH:17][N:18]=1>C1COCC1>[CH3:29][O:28][C:26](=[O:27])[C:22]1[CH:23]=[CH:24][CH:25]=[C:20]([S:19][C:16]2[S:15][C:14]([NH:13][C:6]([O:7][C:8]([CH3:9])([CH3:10])[CH3:11])=[O:12])=[N:18][CH:17]=2)[CH:21]=1. Reported procedure: Di-t-butylcarbonate (4.36 g, 20 mmol) was added to a stirred solution of 2-amino-5-[(3-carbomethoxyphenyl)thio]thiazole (1.33 g, 5 mmol) and 4-N,N-dimethylaminopyridine (62 mg, 0.5 mmol) in THF (120 mL). The solution was stirred at rt. for 6 h and concentrated. The residue was purified using flash column chromatography on silica gel. Elution with 10% EtOAc in hexanes followed by 25% EtOAc in hexanes afforded a mixture of the titled compound and the corresponding bis(tert-butoxycarbonyl)amino add... Starting materials: NC1=CC(=C(C=C1)C(C(=O)OC)C)F (methyl 2-(4-amino-2-fluorophenyl)propionate), C(C)OC(=S)[S-].[K+] (potassium ethylxanthate). Yields the product FC1=C(C=CC(=C1)S)C(C(=O)OC)C (methyl 2-(2-fluoro-4-mercaptophenyl)propionate). Isolated yield 92.0%. As a reaction SMILES: N[C:2]1[CH:7]=[CH:6][C:5]([CH:8]([CH3:13])[C:9]([O:11][CH3:12])=[O:10])=[C:4]([F:14])[CH:3]=1.C(OC([S-])=[S:19])C.[K+]>>[F:14][C:4]1[CH:3]=[C:2]([SH:19])[CH:7]=[CH:6][C:5]=1[CH:8]([CH3:13])[C:9]([O:11][CH3:12])=[O:10] |f:1.2|. Procedure details: Compound (7) obtained above was diazotized and subsequently treated with potassium ethylxanthate to give compound (9) of interest as colorless oil at a yield of 92%. RXN SMILES: [C:1]([O:2][C:3](=[O:4])[NH:7][c:8]1[c:9]([NH:19][C:20]([CH2:21][C:22](=[O:5])[c:23]2[cH:24][c:25](-[c:29]3[cH:30][c:31]([N:35]4[CH2:36][CH2:37][CH2:38][CH2:39]4)[n:32][cH:33][cH:34]3)[cH:26][cH:27][cH:28]2)=[O:41])[cH:10][c:11]([C:15]([F:16])([F:17])[F:18])[c:12]([CH3:14])[cH:13]1)([CH3:6])([CH3:40])[CH3:42].[Cl:50][CH2:51][Cl:52].[F:43][C:44]([F:45])([F:46])[C:47]([OH:48])=[O:49]>>[N:7]1=[C:22]([c:23]2[cH:24][c:25](-[c:29]3[cH:30][c:31]([N:35]4[CH2:36][CH2:37][CH2:38][CH2:39]4)[n:32][cH:33][cH:34]3)[cH:26][cH:27][cH:28]2)[CH2:21][C:20](=[O:41])[NH:19][c:9]2[c:8]1[cH:13][c:12]([CH3:14])[c:11]([C:15]([F:16])([F:17])[F:18])[cH:10]2. The product is Cc1cc2c(cc1C(F)(F)F)NC(=O)CC(c1cccc(-c3ccnc(N4CCCC4)c3)c1)=N2. Starting materials: Cc1cc(NC(=O)OC(C)(C)C)c(NC(=O)CC(=O)c2cccc(-c3ccnc(N4CCCC4)c3)c2)cc1C(F)(F)F, ClCCl, O=C(O)C(F)(F)F. The reactants are O=C(O)c1cc2cccnc2n(Cc2ccccc2)c1=O, CN(C)C=O, O=C(Cl)C(=O)Cl, ClCCl. Product: O=C(O)c1cc2cccnc2n(Cc2ccccc2)c1=O, [Cl-]. As a reaction SMILES: [CH2:1]([c:2]1[cH:3][cH:4][cH:5][cH:6][cH:7]1)[n:8]1[c:9](=[O:21])[c:10]([C:18](=[O:19])[OH:20])[cH:11][c:12]2[cH:13][cH:14][cH:15][n:16][c:17]12.[CH3:28][N:29]([CH3:30])[CH:31]=[O:32].[Cl:22][C:23]([C:24]([Cl:25])=[O:26])=[O:27].[Cl:33][CH2:34][Cl:35]>>[CH2:1]([c:2]1[cH:3][cH:4][cH:5][cH:6][cH:7]1)[n:8]1[c:9](=[O:21])[c:10]([C:18](=[O:19])[OH:20])[cH:11][c:12]2[cH:13][cH:14][cH:15][n:16][c:17]12.[Cl-:22].